describe an organic reaction: reactants, conditions, products, and yield From a dataset of the Open Reaction Database (ORD), a public repository of structured organic reaction records. The reactants are FC(C=1C=C(CNC(=O)C2=CC(=NC=C2)C2=C(C=CC(=C2)N(CCC)CCC)NC(=O)C=2C=C(CSCCC(=O)OC(C)(C)C)C=CC2)C=CC1)(F)F (tert-butyl 3-(3-((2-(4-((3-(trifluoromethyl)-benzyl)carbamoyl)pyridin-2-yl)-4-(dipropylamino)phenyl)carbamoyl)benzylthio)-propanoate), FC(C(=O)O)(F)F (trifluoroacetic acid). The solvent is ClCCl (dichloromethane). Run at temperature 25 celsius, time 8 hour. Yields the product C(CC)N(C1=CC(=C(C=C1)NC(=O)C=1C=C(CSCCC(=O)O)C=CC1)C1=NC=CC(=C1)C(NCC1=CC(=CC=C1)C(F)(F)F)=O)CCC (3-((3-((4-(dipropylamino)-2-(4-((3-(trifluoromethyl)benzyl)carbamoyl)-pyridin-2-yl)phenyl)carbamoyl)benzyl)thio)propanoic acid). Yield: 36.3%. Reaction SMILES: [F:1][C:2]([F:53])([F:52])[C:3]1[CH:4]=[C:5]([CH:49]=[CH:50][CH:51]=1)[CH2:6][NH:7][C:8]([C:10]1[CH:15]=[CH:14][N:13]=[C:12]([C:16]2[CH:21]=[C:20]([N:22]([CH2:26][CH2:27][CH3:28])[CH2:23][CH2:24][CH3:25])[CH:19]=[CH:18][C:17]=2[NH:29][C:30]([C:32]2[CH:33]=[C:34]([CH:46]=[CH:47][CH:48]=2)[CH2:35][S:36][CH2:37][CH2:38][C:39]([O:41]C(C)(C)C)=[O:40])=[O:31])[CH:11]=1)=[O:9].FC(F)(F)C(O)=O>ClCCl>[CH2:26]([N:22]([CH2:23][CH2:24][CH3:25])[C:20]1[CH:19]=[CH:18][C:17]([NH:29][C:30]([C:32]2[CH:33]=[C:34]([CH:46]=[CH:47][CH:48]=2)[CH2:35][S:36][CH2:37][CH2:38][C:39]([OH:41])=[O:40])=[O:31])=[C:16]([C:12]2[CH:11]=[C:10]([C:8](=[O:9])[NH:7][CH2:6][C:5]3[CH:49]=[CH:50][CH:51]=[C:3]([C:2]([F:53])([F:1])[F:52])[CH:4]=3)[CH:15]=[CH:14][N:13]=2)[CH:21]=1)[CH2:27][CH3:28]. Procedure details: Into a 50-mL round bottom flask, was placed a solution of tert-butyl 3-(3-((2-(4-((3-(trifluoromethyl)-benzyl)carbamoyl)pyridin-2-yl)-4-(dipropylamino)phenyl)carbamoyl)benzylthio)-propanoate (320 mg, 0.43 mmol, 1.00 equiv) in dichloromethane (10 mL), and trifluoroacetic acid (1 mL). The resulting solution was stirred overnight at 25° C. in an oil bath. The reaction progress was monitored by LCMS. The resulting mixture was concentrated under vacuum. The crude product (200 mg) was purified by reve...